This data is from the Open Reaction Database (ORD), a public repository of structured organic reaction records. The task is: describe an organic reaction: reactants, conditions, products, and yield Reactants: C(C1=CC=CC=C1)OC=1C=C(C=CC1)C1=NOC(C1)(CC(=O)OC(C)(C)C)CC(=O)OC(C)(C)C (di-tert-butyl 2,2′-(3-(3-(benzyloxy)phenyl)-4,5-dihydro-1,2-oxazole-5,5-diyl)diacetate), C1CCOC1 (THF). Run in CO (methanol). Yields the product OC=1C=C(C=CC1)C1=NOC(C1)(CC(=O)OC(C)(C)C)CC(=O)OC(C)(C)C (Di-tert-butyl 2,2′-(3-(3-hydroxyphenyl)-4,5-dihydro-1,2-oxazole-5,5-diyl)diacetate). Isolated yield 98.3%. As a reaction SMILES: C([O:8][C:9]1[CH:10]=[C:11]([C:15]2[CH2:19][C:18]([CH2:28][C:29]([O:31][C:32]([CH3:35])([CH3:34])[CH3:33])=[O:30])([CH2:20][C:21]([O:23][C:24]([CH3:27])([CH3:26])[CH3:25])=[O:22])[O:17][N:16]=2)[CH:12]=[CH:13][CH:14]=1)C1C=CC=CC=1.C1COCC1>CO>[OH:8][C:9]1[CH:10]=[C:11]([C:15]2[CH2:19][C:18]([CH2:20][C:21]([O:23][C:24]([CH3:27])([CH3:26])[CH3:25])=[O:22])([CH2:28][C:29]([O:31][C:32]([CH3:35])([CH3:33])[CH3:34])=[O:30])[O:17][N:16]=2)[CH:12]=[CH:13][CH:14]=1. Procedure: A mixture of di-tert-butyl 2,2′-(3-(3-(benzyloxy)phenyl)-4,5-dihydro-1,2-oxazole-5,5-diyl)diacetate (765 mg), a palladium carbon-ethylenediamine complex (38 mg), THF (10 mL), and methanol (10 mL) was stirred at room temperature for 30 hours under a hydrogen atmosphere. The catalyst was filtered off, and then, the filtrate was concentrated under reduced pressure. The residue was purified by silica gel column chromatography (ethyl acetate/hexane) to obtain the title compound (611 mg).